Dataset: the Open Reaction Database (ORD), a public repository of structured organic reaction records. Task: describe an organic reaction: reactants, conditions, products, and yield Reactants: diester, [H-].[Al+3].[Li+].[H-].[H-].[H-] (lithium aluminum hydride), C1CCOC1 (THF), C1CCOC1 (THF), C(C)OC(CCC1(C2=CC=CC=C2C=2C=CC=CC12)CCC(=O)OCC)=O (3-[9-(2-Ethoxycarbonyl-ethyl)-9H-fluoren-9-yl]-propionic acid ethyl ester), [H-].[Al+3].[Li+].[H-].[H-].[H-] (Lithium aluminum hydride), [OH-].[Na+] (NaOH). Run in C(C)OCC (diethyl ether), CCOCC.C1CCOC1 (ether THF), O (water), O (water), CCOCC (ether), CCOCC (ether), CCOCC (ether). Reaction conditions: time 2 hour. Yields the product OCCCC1(C2=CC=CC=C2C=2C=CC=CC12)CCCO (3-[9-(3-Hydroxy-propyl)-9H-fluoren-9-yl]-propan-1-ol). The yield is 87.7%. As a reaction SMILES: C1COCC1.[H-].[Al+3].[Li+].[H-].[H-].[H-].C([O:14][C:15](=O)[CH2:16][CH2:17][C:18]1([CH2:31][CH2:32][C:33](OCC)=[O:34])[C:30]2[CH:29]=[CH:28][CH:27]=[CH:26][C:25]=2[C:24]2[C:19]1=[CH:20][CH:21]=[CH:22][CH:23]=2)C.[OH-].[Na+]>CCOCC.CCOCC.C1COCC1.O>[OH:14][CH2:15][CH2:16][CH2:17][C:18]1([CH2:31][CH2:32][CH2:33][OH:34])[C:19]2[CH:20]=[CH:21][CH:22]=[CH:23][C:24]=2[C:25]2[C:30]1=[CH:29][CH:28]=[CH:27][CH:26]=2 |f:1.2.3.4.5.6,8.9,11.12|. Reported procedure: A 2-neck 1-Liter round bottom flask was equipped with a condenser, a magnetic stir bar and an addition funnel. The flask was charged with 15 mL of anhydrous THF and 30 mL of anhydrous ether. Lithium aluminum hydride (4.80 g) was then carefully added to the flask. 3-[9-(2-Ethoxycarbonyl-ethyl)-9H-fluoren-9-yl]-propionic acid ethyl ester (18.2 g) was dissolved in 95 mL of anhydrous ether and 37 mL of anhydrous THF and this mixture was added to the addition funnel. The solution of diester was then ... The reactants are COc1cccc(-c2n[nH]c(-c3ccccc3C)n2)c1, CC#N, O=C=Nc1ccccc1. Product: COc1cccc(-c2nc(-c3ccccc3C)n(C(=O)Nc3ccccc3)n2)c1. Reaction SMILES: [CH3:1][O:2][c:3]1[cH:4][c:5](-[c:9]2[n:10][nH:11][c:12](-[c:14]3[c:15]([CH3:20])[cH:16][cH:17][cH:18][cH:19]3)[n:13]2)[cH:6][cH:7][cH:8]1.[CH3:30][C:31]#[N:32].[c:21]1([N:27]=[C:28]=[O:29])[cH:22][cH:23][cH:24][cH:25][cH:26]1>>[CH3:1][O:2][c:3]1[cH:4][c:5](-[c:9]2[n:10][n:11]([C:28]([NH:27][c:21]3[cH:22][cH:23][cH:24][cH:25][cH:26]3)=[O:29])[c:12](-[c:14]3[c:15]([CH3:20])[cH:16][cH:17][cH:18][cH:19]3)[n:13]2)[cH:6][cH:7][cH:8]1. Starting materials: CC(C)(C)c1ccc(N)cc1, CCOC(C)=O, Cl, O=S(Cl)Cl, O=C(O)c1cccc(-c2nn3c(c2-c2ccncc2)SCC3)c1. Product: CC(C)(C)c1ccc(NC(=O)c2cccc(-c3nn4c(c3-c3ccncc3)SCC4)c2)cc1. As a reaction SMILES: [C:25]([CH3:26])([CH3:27])([CH3:28])[c:29]1[cH:30][cH:31][c:32]([NH2:33])[cH:34][cH:35]1.[CH3:40][CH2:41][O:42][C:43](=[O:44])[CH3:45].[ClH:1].[S:36]([Cl:37])([Cl:38])=[O:39].[n:2]1[cH:3][cH:4][c:5](-[c:8]2[c:9](-[c:16]3[cH:17][c:18]([C:19](=[O:20])[OH:21])[cH:22][cH:23][cH:24]3)[n:10][n:11]3[c:12]2[S:13][CH2:14][CH2:15]3)[cH:6][cH:7]1>>[n:2]1[cH:3][cH:4][c:5](-[c:8]2[c:9](-[c:16]3[cH:17][c:18]([C:19](=[O:20])[NH:33][c:32]4[cH:31][cH:30][c:29]([C:25]([CH3:26])([CH3:27])[CH3:28])[cH:35][cH:34]4)[cH:22][cH:23][cH:24]3)[n:10][n:11]3[c:12]2[S:13][CH2:14][CH2:15]3)[cH:6][cH:7]1. Starting materials: N(=[N+]=[N-])C(C(=O)O)OC (2-azido-2-methoxyacetic acid), S(=O)(Cl)Cl (thionyl chloride). Reaction conditions: temperature 80 celsius. Yields the product N(=[N+]=[N-])C(C(=O)Cl)OC (2-azido-2-methoxyacetyl chloride). RXN SMILES: [N:1]([CH:4]([O:8][CH3:9])[C:5](O)=[O:6])=[N+:2]=[N-:3].S(Cl)([Cl:12])=O>>[N:1]([CH:4]([O:8][CH3:9])[C:5]([Cl:12])=[O:6])=[N+:2]=[N-:3]. Procedure details: A solution of 2-azido-2-methoxyacetic acid (4.2 g.) in thionyl chloride (10 ml.) is heated in an oil bath maintained at 80°C. for 20 minutes. After cooling to room temperature, the mixture is evaporated in vacuo to remove excess thionyl chloride and the residue is distilled to yield 2-azido-2-methoxyacetyl chloride (2.26 g.) as a water-white liquid (b.p. 64°-66°C./27 mm.). The reactants are ClC=1C(=NC=C(N1)N1N=C(C=C1C)C)COC (3-chloro-5-(3,5-dimethyl-pyrazol-1-yl)-2-methoxymethyl-pyrazine), ClC1=CC=C(N)C=C1 (4-chloroaniline), C([O-])([O-])=O.[Cs+].[Cs+] (cesium carbonate). Reagents/catalysts: C=1C=CC(=CC1)/C=C/C(=O)/C=C/C2=CC=CC=C2.C=1C=CC(=CC1)/C=C/C(=O)/C=C/C2=CC=CC=C2.C=1C=CC(=CC1)/C=C/C(=O)/C=C/C2=CC=CC=C2.[Pd].[Pd] (Tris(dibenzylideneacetone)dipalladium), C1(=CC=CC=C1)P([C-]1C=CC=C1)C1=CC=CC=C1.[C-]1(C=CC=C1)P(C1=CC=CC=C1)C1=CC=CC=C1.[Fe+2] (1,1′-bis(diphenyl-phosphino) ferrocene). The solvent is O1CCOCC1 (dioxane). Run at temperature 120 celsius. Product: ClC1=CC=C(C=C1)NC1=NC(=CN=C1COC)N1N=C(C=C1C)C ((4-chloro-phenyl)-[6-(3,5-dimethyl-pyrazol-1-yl)-3-methoxymethyl-pyrazin-2-yl]-amine). The yield is 80.0%. RXN SMILES: Cl[C:2]1[C:3]([CH2:15][O:16][CH3:17])=[N:4][CH:5]=[C:6]([N:8]2[C:12]([CH3:13])=[CH:11][C:10]([CH3:14])=[N:9]2)[N:7]=1.[Cl:18][C:19]1[CH:25]=[CH:24][C:22]([NH2:23])=[CH:21][CH:20]=1.C(=O)([O-])[O-].[Cs+].[Cs+]>O1CCOCC1.C1C=CC(/C=C/C(/C=C/C2C=CC=CC=2)=O)=CC=1.C1C=CC(/C=C/C(/C=C/C2C=CC=CC=2)=O)=CC=1.C1C=CC(/C=C/C(/C=C/C2C=CC=CC=2)=O)=CC=1.[Pd].[Pd].C1(P(C2C=CC=CC=2)[C-]2C=CC=C2)C=CC=CC=1.[C-]1(P(C2C=CC=CC=2)C2C=CC=CC=2)C=CC=C1.[Fe+2]>[Cl:18][C:19]1[CH:25]=[CH:24][C:22]([NH:23][C:2]2[C:3]([CH2:15][O:16][CH3:17])=[N:4][CH:5]=[C:6]([N:8]3[C:12]([CH3:13])=[CH:11][C:10]([CH3:14])=[N:9]3)[N:7]=2)=[CH:21][CH:20]=1 |f:2.3.4,6.7.8.9.10,11.12.13|. Procedure: A mixture of 3-chloro-5-(3,5-dimethyl-pyrazol-1-yl)-2-methoxymethyl-pyrazine (34 mg, 0.12 mmol), 4-chloroaniline (22 mg, 0.17 mmol) and cesium carbonate (80 mg, 0.24 mmol) in dry dioxane (2 mL) was degassed with argon for 15 minutes. Tris(dibenzylideneacetone)dipalladium (0) (3 mg, 0.003 mmol) and 1,1′-bis(diphenyl-phosphino) ferrocene (6 mg, 0.01 mmol) were added followed by degassing for 5 minutes and the reaction mixture was stirred at 120° C. over night. Dichloromethane was added and the sol... The reactants are C(=O)(OC(C)(C)C)N(C1CCC(CC1)NCC=1C=C(C=CC1OC)B(O)O)C (3-{[4-(BOC-methyl-amino)-cyclohexylamino]-methyl}-4-methoxy-benzene boronic acid), BrC1=C(C=CC=C1)SC (2-bromothioanisole), ClC=1C2=C(SC1C(=O)Cl)C(=CC=C2F)F (3-Chloro-4,7-difluorobenzo[b]thiophene-2-carbonyl chloride). The product is C(C)(C)(C)OC(N(C)C1CCC(CC1)N(CC=1C=C(C=CC1OC)C1=C(C=CC=C1)SC)C(=O)C1=C(C2=C(S1)C(=CC=C2F)F)Cl)=O ({4-[(3-Chloro-4,7-difluoro-benzo[b]thiophene-2-carbonyl)-(4-methoxy-2′-methylsulfanyl-biphenyl-3-ylmethyl)-amino]-cyclohexyl}-methyl-carbamic acid tert-butyl ester). RXN SMILES: [C:1]([N:8]([CH3:28])[CH:9]1[CH2:14][CH2:13][CH:12]([NH:15][CH2:16][C:17]2[CH:18]=[C:19](B(O)O)[CH:20]=[CH:21][C:22]=2[O:23][CH3:24])[CH2:11][CH2:10]1)([O:3][C:4]([CH3:7])([CH3:6])[CH3:5])=[O:2].Br[C:30]1[CH:35]=[CH:34][CH:33]=[CH:32][C:31]=1[S:36][CH3:37].[Cl:38][C:39]1[C:40]2[C:50]([F:51])=[CH:49][CH:48]=[C:47]([F:52])[C:41]=2[S:42][C:43]=1[C:44](Cl)=[O:45]>>[C:4]([O:3][C:1](=[O:2])[N:8]([CH:9]1[CH2:14][CH2:13][CH:12]([N:15]([C:44]([C:43]2[S:42][C:41]3[C:47]([F:52])=[CH:48][CH:49]=[C:50]([F:51])[C:40]=3[C:39]=2[Cl:38])=[O:45])[CH2:16][C:17]2[CH:18]=[C:19]([C:30]3[CH:35]=[CH:34][CH:33]=[CH:32][C:31]=3[S:36][CH3:37])[CH:20]=[CH:21][C:22]=2[O:23][CH3:24])[CH2:11][CH2:10]1)[CH3:28])([CH3:7])([CH3:6])[CH3:5]. Reported procedure: Boronic acid 4 (300 mg, 0.76 mmol) was coupled to 2-bromothioanisole (156 mg, 0.77 mmol) using Method A. The crude reaction mixture was reacted with acid chloride 8 (246 mg, 0.92 mmol) using Method D to give the title compound. Reactants: solid, C(C(=O)OCC)(=O)OCC (diethyl oxalate), BrC=1C(=C(C=C(C1)Br)N)N (3,5-dibromo-1,2-diaminobenzene), C (charcoal). Run in [OH-].[Na+] (NaOH). Yields the product BrC1=C2NC(C(NC2=CC(=C1)Br)=O)=O (5,7-Dibromo-1,4-dihydro-2,3-quinoxalinedione), powdery white solid. Reaction SMILES: [C:1]([O:8]CC)(=O)[C:2]([O:4]CC)=O.[Br:11][C:12]1[C:13]([NH2:20])=[C:14]([NH2:19])[CH:15]=[C:16]([Br:18])[CH:17]=1.C>[OH-].[Na+]>[Br:11][C:12]1[CH:17]=[C:16]([Br:18])[CH:15]=[C:14]2[C:13]=1[NH:20][C:2](=[O:4])[C:1](=[O:8])[NH:19]2 |f:3.4|. Reported procedure: The title compound was prepared using an adaptation of the method of Cheeseman. (Cheeseman, G. W. H. J. Chem. Soc. 1171 (1962)). A mixture of diethyl oxalate (2.19 g, 15.0 mmol) and 3,5-dibromo-1,2-diaminobenzene (400 mg, 1.50 mmol) was heated to reflux under N2 for 6 h. The reaction was allowed to cool to room temperature and the pale brown shiny solid collected by vacuum filtration and rinsed with EtOH (20 mL) and air dried to give 264 mg (55%). A portion of this solid (150 mg) was taken and d... The reactants are COC(COC1=C2CCCC2=C(C=C1)S)=O ((7-Mercapto-indan-4-yloxy)-acetic acid methyl ester), ClC1=C(C=C(C=C1)COC1=CC=C(C=C1)CCl)Cl (1,2-Dichloro-4-(4-chloromethyl-phenoxymethyl)-benzene), BrCC1=CC(=C(C=C1)Cl)Cl (1-bromomethyl-3,4-dichloro-benzene), OCC1=CC=C(C=C1)O (4-hydroxymethyl-phenol), ClCC1(CC=C(C=C1)OCC1=CC=CC=C1)C(F)(F)F (4-Chloromethyl-(4-trifluoromethyl-benzyloxy-benzene)). Product: ClC=1C=C(COC2=CC=C(CSC=3C=CC(=C4CCCC34)OCC(=O)O)C=C2)C=CC1Cl ({7-[4-(3,4-Dichloro-benzyloxy)-benzylsulfanyl]-indan-4-yloxy}-acetic acid). RXN SMILES: C[O:2][C:3](=[O:16])[CH2:4][O:5][C:6]1[CH:14]=[CH:13][C:12]([SH:15])=[C:11]2[C:7]=1[CH2:8][CH2:9][CH2:10]2.[Cl:17][C:18]1[CH:23]=[CH:22][C:21]([CH2:24][O:25][C:26]2[CH:31]=[CH:30][C:29]([CH2:32]Cl)=[CH:28][CH:27]=2)=[CH:20][C:19]=1[Cl:34].BrCC1C=CC(Cl)=C(Cl)C=1.OCC1C=CC(O)=CC=1.ClCC1(C(F)(F)F)C=CC(OCC2C=CC=CC=2)=CC1>>[Cl:34][C:19]1[CH:20]=[C:21]([CH:22]=[CH:23][C:18]=1[Cl:17])[CH2:24][O:25][C:26]1[CH:31]=[CH:30][C:29]([CH2:32][S:15][C:12]2[CH:13]=[CH:14][C:6]([O:5][CH2:4][C:3]([OH:2])=[O:16])=[C:7]3[C:11]=2[CH2:10][CH2:9][CH2:8]3)=[CH:28][CH:27]=1. Procedure details: The title compound was prepared in the manner analogous to Example 1F using 12C and 1,2-Dichloro-4-(4-chloromethyl-phenoxymethyl)-benzene prepared from 1-bromomethyl-3,4-dichloro-benzene and 4-hydroxymethyl-phenol in the manner analagous to Examples 14A and 14B. MS m/z 503 (M+1). The reactants are CC(=O)OC(C)=O, CC(=O)O, O=[N+]([O-])c1cccc2c1CCCCC2. The product is CC(=O)Nc1cccc2c1CCCCC2. As a reaction SMILES: [CH3:15][C:16](=[O:17])[O:18][C:19](=[O:20])[CH3:21].[CH3:22][C:23](=[O:24])[OH:25].[N+:1]([O-:2])(=[O:3])[c:4]1[cH:5][cH:6][cH:7][c:8]2[c:9]1[CH2:10][CH2:11][CH2:12][CH2:13][CH2:14]2>>[NH:1]([c:4]1[cH:5][cH:6][cH:7][c:8]2[c:9]1[CH2:10][CH2:11][CH2:12][CH2:13][CH2:14]2)[C:16]([CH3:15])=[O:17].